This data is from the Open Reaction Database (ORD), a public repository of structured organic reaction records. The task is: describe an organic reaction: reactants, conditions, products, and yield Starting materials: C(C1=CC=CC=C1)N1C(=C(C2=CC(=CC=C12)OC1OCCCC1)C(=O)OCC)C(C)C (1-benzyl-2-isopropyl-5-(tetrahydropyran-2-yloxy)-1H-indole-3-carboxylic acid, ethyl ester), C(C1=CC=CC=C1)N1C(=C(C2=CC(=CC=C12)OC1OCCCC1)C(=O)OCC)C(C)C (1-benzyl-2-isopropyl-5-(tetrahydropyran-2-yloxy)-1H-indole-3-carboxylic acid, ethyl ester), solution, [H-].[H-].[H-].[H-].[Li+].[Al+3] (LiAlH4). Solvent: C1CCOC1 (THF), C1CCOC1 (THF). Conditions: temperature 0 celsius, time 20 minute. The product is C(C1=CC=CC=C1)N1C(=C(C2=CC(=CC=C12)OC1OCCCC1)CO)C(C)C ((1-benzyl-2-isopropyl-5-(tetrahydropyran-2-yloxy)-1H-indol-3-yl)methanol). Reaction SMILES: [CH2:1]([N:8]1[C:16]2[C:11](=[CH:12][C:13]([O:17][CH:18]3[CH2:23][CH2:22][CH2:21][CH2:20][O:19]3)=[CH:14][CH:15]=2)[C:10]([C:24](OCC)=[O:25])=[C:9]1[CH:29]([CH3:31])[CH3:30])[C:2]1[CH:7]=[CH:6][CH:5]=[CH:4][CH:3]=1.[H-].[H-].[H-].[H-].[Li+].[Al+3]>C1COCC1>[CH2:1]([N:8]1[C:16]2[C:11](=[CH:12][C:13]([O:17][CH:18]3[CH2:23][CH2:22][CH2:21][CH2:20][O:19]3)=[CH:14][CH:15]=2)[C:10]([CH2:24][OH:25])=[C:9]1[CH:29]([CH3:31])[CH3:30])[C:2]1[CH:3]=[CH:4][CH:5]=[CH:6][CH:7]=1 |f:1.2.3.4.5.6|. Reported procedure: To −78° C. solution of 1-benzyl-2-isopropyl-5-(tetrahydropyran-2-yloxy)-1H-indole-3-carboxylic acid, ethyl ester (Compound 11, 2.11 g, 5 mmol) in THF (30 mL) was added a 1 M solution of LiAlH4 in THF (9 mL, 9 mmol) dropwise over 5 minutes. The mixture was gradually warmed to 0° C. over 4 h. The reaction was cooled to −78° C. and quenched by adding EtOAc (5 mL) and saturated aqueous Na2SO4 (9 mL). The solution was warmed to room temperature and stirred for 20 minutes. The resulting precipitate wa... The reactants are C(=O)(O)[O-].[Na+] (NaHCO3), C(=O)(OCC1=CC=CC=C1)N1C(C1)(C)C (N-Cbz-2,2-dimethyl aziridine), CC1(C(C(CC1)(C)C)O)C (2,2,5,5-tetramethyl-1-cyclopentanol), B(F)(F)F.CCOCC (Boron trifluoride etherate). Run in C(Cl)Cl (CH2Cl2). Run at time 8 hour. Product: C(=O)(OCC1=CC=CC=C1)NC(COC1C(CCC1(C)C)(C)C)(C)C (N-Cbz-1-(2-amino-2-methylpropoxy)-2,2,5,5-tetramethylcyclopentane). RXN SMILES: [C:1]([N:11]1[CH2:13][C:12]1([CH3:15])[CH3:14])([O:3][CH2:4][C:5]1[CH:10]=[CH:9][CH:8]=[CH:7][CH:6]=1)=[O:2].[CH3:16][C:17]1([CH3:25])[CH2:21][CH2:20][C:19]([CH3:23])([CH3:22])[CH:18]1[OH:24].B(F)(F)F.CCOCC.C([O-])(O)=O.[Na+]>C(Cl)Cl>[C:1]([NH:11][C:12]([CH3:14])([CH3:15])[CH2:13][O:24][CH:18]1[C:19]([CH3:23])([CH3:22])[CH2:20][CH2:21][C:17]1([CH3:25])[CH3:16])([O:3][CH2:4][C:5]1[CH:6]=[CH:7][CH:8]=[CH:9][CH:10]=1)=[O:2] |f:2.3,4.5|. Procedure: N-Cbz-2,2-dimethyl aziridine and 2,2,5,5-tetramethyl-1-cyclopentanol are dissolved in CH2Cl2 at 0° C. under argon. Boron trifluoride etherate is added and the flask is stirred overnight. The contents are poured into saturated NaHCO3 and extracted with ethyl acetate. The organic layer is dried over MgSO4 and evaporated to yield N-Cbz-1-(2-amino-2-methylpropoxy)-2,2,5,5-tetramethylcyclopentane. Run at time 20 minute. The yield is 19.1%. Procedure details: 3′-Amino-2′-hydroxy-5′-methyl-biphenyl-3-carboxylic acid hydrochloride 11f (155 mg, 0.56 mmol) was dissolved in 1.9 mL of hydrochloric acid (1 N) upon cooling by an ice-water bath, followed by dropwise addition of 1.2 mL of aqueous sodium nitrite (42 mg, 0.61 mmol). After the mixture was stirred for 20 minutes, 5-methyl-2-(1,1,3,3-tetramethyl-indan-5-yl)-2,4-dihydro-pyrazol-3-one 19d (135 mg, 0.5 mmol) was added. The mixture was adjusted to pH 8˜9 by batch addition of aqueous sodium bicarbonate ... RXN SMILES: Cl.[NH2:2][C:3]1[C:4]([OH:19])=[C:5]([C:10]2[CH:15]=[CH:14][CH:13]=[C:12]([C:16]([OH:18])=[O:17])[CH:11]=2)[CH:6]=[C:7]([CH3:9])[CH:8]=1.[N:20]([O-])=O.[Na+].[CH3:24][C:25]1[CH2:26][C:27](=[O:43])[N:28]([C:30]2[CH:31]=[C:32]3[C:36](=[CH:37][CH:38]=2)[C:35]([CH3:40])([CH3:39])[CH2:34][C:33]3([CH3:42])[CH3:41])[N:29]=1.C(=O)(O)[O-].[Na+]>Cl>[OH:19][C:4]1[C:3]([NH:2][N:20]=[C:26]2[C:27](=[O:43])[N:28]([C:30]3[CH:31]=[C:32]4[C:36](=[CH:37][CH:38]=3)[C:35]([CH3:40])([CH3:39])[CH2:34][C:33]4([CH3:42])[CH3:41])[N:29]=[C:25]2[CH3:24])=[CH:8][C:7]([CH3:9])=[CH:6][C:5]=1[C:10]1[CH:15]=[CH:14][CH:13]=[C:12]([C:16]([OH:18])=[O:17])[CH:11]=1 |f:0.1,2.3,5.6|. Reactants: C([O-])(O)=O.[Na+] (sodium bicarbonate), Cl.NC=1C(=C(C=C(C1)C)C1=CC(=CC=C1)C(=O)O)O (3′-amino-2′-hydroxy-5′-methyl-biphenyl-3-carboxylic acid hydrochloride), CC=1CC(N(N1)C=1C=C2C(CC(C2=CC1)(C)C)(C)C)=O (5-methyl-2-(1,1,3,3-tetramethyl-indan-5-yl)-2,4-dihydro-pyrazol-3-one), N(=O)[O-].[Na+] (sodium nitrite). The solvent is Cl (hydrochloric acid). Product: OC1=C(C=C(C=C1NN=C1C(=NN(C1=O)C=1C=C2C(CC(C2=CC1)(C)C)(C)C)C)C)C1=CC(=CC=C1)C(=O)O (2′-hydroxy-5′-methyl-3′-{N′-[3-methyl-5-oxo-1-(1,1,3,3-tetramethyl-indan-5-yl)-1,5-dihydro-pyrazol-4-ylidene]-hydrazino}-biphenyl-3-carboxylic acid). The reactants are O=C([O-])O, CCO, [Na+], CC(=O)C1CCC2C3CCC4CC5OC5CC4(C)C3CCC12C, O=S(=O)(O)O. The product is CCOC1CC2(C)C(CCC3C2CCC2(C)C(C(C)=O)CCC32)CC1O. Reaction SMILES: [C:29](=[O:30])([OH:31])[O-:32].[CH3:34][CH2:35][OH:36].[Na+:33].[O:1]1[CH:2]2[CH:3]1[CH2:4][CH:5]1[CH2:6][CH2:7][CH:8]3[CH:9]4[CH2:10][CH2:11][CH:12]([C:13]([CH3:14])=[O:15])[C:16]4([CH3:23])[CH2:17][CH2:18][CH:19]3[C:20]1([CH3:22])[CH2:21]2.[S:24](=[O:25])(=[O:26])([OH:27])[OH:28]>>[OH:1][CH:3]1[CH:2]([O:36][CH2:35][CH3:34])[CH2:21][C:20]2([CH3:22])[CH:5]([CH2:4]1)[CH2:6][CH2:7][CH:8]1[CH:9]3[CH2:10][CH2:11][CH:12]([C:13]([CH3:14])=[O:15])[C:16]3([CH3:23])[CH2:17][CH2:18][CH:19]12. Reactants: CC(C)(C)OC(=O)N1C2CCC1CC(CCc1ccccc1)C2, ClCCl, ClCCl, O=C(O)C(F)(F)F, O=c1sc2ccccc2n1CCCI, [K+], [K+], [N-]=C=O, O=C([O-])[O-]. Product: O=c1sc2ccccc2n1CCCN1C2CCC1CC(CCc1ccccc1)C2. As a reaction SMILES: [C:1]([O:2][C:6](=[O:3])[N:8]1[CH:9]2[CH2:10][CH:11]([CH2:16][CH2:17][c:18]3[cH:19][cH:20][cH:21][cH:22][cH:23]3)[CH2:12][CH:13]1[CH2:14][CH2:15]2)([CH3:4])([CH3:5])[CH3:7].[Cl:47][CH2:48][Cl:49].[Cl:57][CH2:58][Cl:59].[F:50][C:51]([F:52])([F:53])[C:54]([OH:55])=[O:56].[I:24][CH2:25][CH2:26][CH2:27][n:28]1[c:29](=[O:37])[s:30][c:31]2[c:32]1[cH:33][cH:34][cH:35][cH:36]2.[K+:38].[K+:39].[N-:44]=[C:45]=[O:46].[O-:40][C:41]([O-:42])=[O:43]>>[CH2:6]([N:8]1[CH:9]2[CH2:10][CH:11]([CH2:16][CH2:17][c:18]3[cH:19][cH:20][cH:21][cH:22][cH:23]3)[CH2:12][CH:13]1[CH2:14][CH2:15]2)[CH2:26][CH2:27][n:28]1[c:29](=[O:37])[s:30][c:31]2[c:32]1[cH:33][cH:34][cH:35][cH:36]2. Reactants: [Br-].C(#N)C1=CC=C(C=C1)C=1N=C(SC1)[C@@H]([C@@](CN1N=C[N+](=C1)CC1=CC(=C(C(=C1)C)OC(=O)[C@H]1N(CCC1)C(=O)OC(C)(C)C)C)(O)C1=C(C=C(C=C1)F)F)C (1-[(2R,3R)-3-[4-(4-cyanophenyl)thiazol-2-yl]-2-(2,4-difluorophenyl)-2-hydroxybutyl]-4-[(S)-3,5-dimethyl-4-(N-tert-butoxycarbonylpyrrolidine-2-carbonyloxy)benzyl]-1H-[1,2,4]triazol-4-ium bromide), C(=O)(C(F)(F)F)O.ClCCl (TFA dichloromethane). The product is FC(C(=O)O)(F)F.[Br-].C(#N)C1=CC=C(C=C1)C=1N=C(SC1)[C@@H]([C@@](CN1N=C[N+](=C1)CC1=CC(=C(C(=C1)C)OC(=O)[C@H]1NCCC1)C)(O)C1=C(C=C(C=C1)F)F)C (1-[(2R,3R)-3-[4-(4-cyanophenyl)thiazol-2-yl]-2-(2,4-difluorophenyl)-2-hydroxybutyl]-4-[(S)-3,5-dimethyl-4-(pyrrolidine-2-carbonyloxy)benzyl]-1H-[1,2,4]triazol-4-ium bromide trifluoroacetic acid salt). As a reaction SMILES: [Br-:1].[C:2]([C:4]1[CH:9]=[CH:8][C:7]([C:10]2[N:11]=[C:12]([C@H:15]([CH3:56])[C@:16]([C:48]3[CH:53]=[CH:52][C:51]([F:54])=[CH:50][C:49]=3[F:55])([OH:47])[CH2:17][N:18]3[CH:22]=[N+:21]([CH2:23][C:24]4[CH:29]=[C:28]([CH3:30])[C:27]([O:31][C:32]([C@@H:34]5[CH2:38][CH2:37][CH2:36][N:35]5C(OC(C)(C)C)=O)=[O:33])=[C:26]([CH3:46])[CH:25]=4)[CH:20]=[N:19]3)[S:13][CH:14]=2)=[CH:6][CH:5]=1)#[N:3].[C:57]([OH:63])([C:59]([F:62])([F:61])[F:60])=[O:58].ClCCl>>[F:60][C:59]([F:62])([F:61])[C:57]([OH:63])=[O:58].[Br-:1].[C:2]([C:4]1[CH:5]=[CH:6][C:7]([C:10]2[N:11]=[C:12]([C@H:15]([CH3:56])[C@:16]([C:48]3[CH:53]=[CH:52][C:51]([F:54])=[CH:50][C:49]=3[F:55])([OH:47])[CH2:17][N:18]3[CH:22]=[N+:21]([CH2:23][C:24]4[CH:25]=[C:26]([CH3:46])[C:27]([O:31][C:32]([C@@H:34]5[CH2:38][CH2:37][CH2:36][NH:35]5)=[O:33])=[C:28]([CH3:30])[CH:29]=4)[CH:20]=[N:19]3)[S:13][CH:14]=2)=[CH:8][CH:9]=1)#[N:3] |f:0.1,2.3,4.5.6|. Procedure details: To a solution of 3 g of 3,5-dimethyl-4-hydroxybenzyl bromide in CH3CN(30 mL) was added 1.2 g of (1R,2R)-4-[2-[2-(2,4-difluorophenyl)-2-hydroxy-1-methyl-3-[1,2,4]triazol-1-yl-propyl]thiazol-4-yl]benzonitrile and stirring was continued for 2 h at room temperature. The precipitate was filtered and washed with ether to give 1.37 g(81 %y.) of 1-[(2R,3R)-3-[4-(4-cyanophenyl)thiazol-2-yl]-2-(2,4-difluorophenyl)-2-hydroxybutyl]-4-(3,5-dimethyl-4-hydroxy)benzyl-1H-[1,2,4]triazol-4-ium bromide(RoO9-3846) ... The reactants are BrC=1C=C(C=CC1)C=1OC(=C(N1)CCO)C (2-[2-(3-Bromo-phenyl)-5-methyloxazol-4-yl]ethanol), FC1=CC=C(C=C1)B(O)O (para-fluorophenyl boronic acid), C(=O)([O-])[O-].[Na+].[Na+] (Na2CO3). Reagents/catalysts: C=1C=CC(=CC1)[P](C=2C=CC=CC2)(C=3C=CC=CC3)[Pd]([P](C=4C=CC=CC4)(C=5C=CC=CC5)C=6C=CC=CC6)([P](C=7C=CC=CC7)(C=8C=CC=CC8)C=9C=CC=CC9)[P](C=1C=CC=CC1)(C=1C=CC=CC1)C=1C=CC=CC1 (Pd(PPh3)4). Solvent: C(CC)O (n-PrOH). Reaction conditions: temperature 85 celsius, time 0.5 hour. The product is FC1=CC=C(C=C1)C1=CC(=CC=C1)C=1OC(=C(N1)CCO)C (2-[2-(4′-Fluorobiphenyl-3-yl)-5-methyloxazol-4-yl]ethanol). The yield is 35.6%. As a reaction SMILES: Br[C:2]1[CH:3]=[C:4]([C:8]2[O:9][C:10]([CH3:16])=[C:11]([CH2:13][CH2:14][OH:15])[N:12]=2)[CH:5]=[CH:6][CH:7]=1.[F:17][C:18]1[CH:23]=[CH:22][C:21](B(O)O)=[CH:20][CH:19]=1.C([O-])([O-])=O.[Na+].[Na+]>C(O)CC.C1C=CC([P]([Pd]([P](C2C=CC=CC=2)(C2C=CC=CC=2)C2C=CC=CC=2)([P](C2C=CC=CC=2)(C2C=CC=CC=2)C2C=CC=CC=2)[P](C2C=CC=CC=2)(C2C=CC=CC=2)C2C=CC=CC=2)(C2C=CC=CC=2)C2C=CC=CC=2)=CC=1>[F:17][C:18]1[CH:23]=[CH:22][C:21]([C:2]2[CH:7]=[CH:6][CH:5]=[C:4]([C:8]3[O:9][C:10]([CH3:16])=[C:11]([CH2:13][CH2:14][OH:15])[N:12]=3)[CH:3]=2)=[CH:20][CH:19]=1 |f:2.3.4,^1:40,42,61,80|. Procedure details: 2-[2-(3-Bromo-phenyl)-5-methyloxazol-4-yl]ethanol (1.0 g, 3.54 mmol) (see Ex. 2, Part D) and para-fluorophenyl boronic acid (744 mg, 5.32 mmol) were stirred in n-PrOH (10 mL) under nitrogen, to which 2M Na2CO3 (3.54 mL) was added. The mixture was heated at 85° C., and after Pd(PPh3)4 (41 mg, 0.0354 mmol) was added, the reaction proceeded for 0.5 h. Once the reaction mixture had cooled to room temperature, it was concentrated and taken up in CH2Cl2 (20 mL), then washed with 0.5M NaOH (20 mL). The... Reactants: ClC1=NC=CC(=C1)C(=O)O (2-Chloropyridine-4-carboxylic acid), C([O-])(O)=O.[Na+] (sodium bicarbonate). Run in CO (methanol). Conditions: time 40 minute. Yields the product COC(=O)C1=CC(=NC=C1)Cl (2-chloropyridine-4-carboxylic acid methyl ester). RXN SMILES: [Cl:1][C:2]1[CH:7]=[C:6]([C:8]([OH:10])=[O:9])[CH:5]=[CH:4][N:3]=1.[C:11](=O)(O)[O-].[Na+]>CO>[CH3:11][O:9][C:8]([C:6]1[CH:5]=[CH:4][N:3]=[C:2]([Cl:1])[CH:7]=1)=[O:10] |f:1.2|. Reported procedure: 2-Chloropyridine-4-carboxylic acid (15.5 g, 98 mmol) was suspended in methanol (175 ml) and anhydrous hydrogen chloride gas was slowly bubbled through the reaction mixture while cooling in a methanol/water (20/80) dry ice bath. Bubbling was continued for 40 min. during which time the suspension cleared to a partial solution. Ice bath was removed and the reaction mixture was heated to reflux under anhydrous conditions for 30 min. to give a clear yellow solution. The solution was cooled in an ice ... Starting materials: C1=CC=CC=2C3=CC=CC=C3C(=CC12)B(O)O (9-phenanthreneboronic acid), C(=O)([O-])[O-].[K+].[K+] (K2CO3), N1=C(C=CC=C1)C=1C=C(C=CC1)B(O)O (3-(2-pyridyl)phenylboronic acid), C(=O)([O-])[O-].[K+].[K+] (K2CO3), resultant mixture, BrC=1C=C(C=C(C1)Br)C1=NC(=NC(=N1)C1=CC=CC=C1)C1=CC=CC=C1 (2-(3,5-dibromophenyl)-4,6-diphenyl-1,3,5-triazine), resultant suspension. Reagents/catalysts: C=1C=CC(=CC1)[P](C=2C=CC=CC2)(C=3C=CC=CC3)[Pd]([P](C=4C=CC=CC4)(C=5C=CC=CC5)C=6C=CC=CC6)([P](C=7C=CC=CC7)(C=8C=CC=CC8)C=9C=CC=CC9)[P](C=1C=CC=CC1)(C=1C=CC=CC1)C=1C=CC=CC1 (tetrakis(triphenylphosphine)palladium). The solvent is C1(=CC=CC=C1)C (toluene), C(C)O (ethanol). Run at time 3 hour. Product: C1(=CC=CC=C1)C1=NC(=NC(=N1)C1=CC=CC=C1)C=1C=C(C=C(C1)C=1C2=CC=CC=C2C=2C=CC=CC2C1)C1=CC(=CC=C1)C1=NC=CC=C1 (4,6-diphenyl-2-[5-(9-phenanthryl)-3′-(2-pyridyl)biphenyl-3-yl]-1,3,5-triazine). The yield is 37.0%. Reaction SMILES: [CH:1]1[C:14]2[CH:13]=[C:12](B(O)O)[C:11]3[C:6](=[CH:7][CH:8]=[CH:9][CH:10]=3)[C:5]=2[CH:4]=[CH:3][CH:2]=1.Br[C:19]1[CH:20]=[C:21]([C:26]2[N:31]=[C:30]([C:32]3[CH:37]=[CH:36][CH:35]=[CH:34][CH:33]=3)[N:29]=[C:28]([C:38]3[CH:43]=[CH:42][CH:41]=[CH:40][CH:39]=3)[N:27]=2)[CH:22]=[C:23](Br)[CH:24]=1.C([O-])([O-])=O.[K+].[K+].[N:50]1[CH:55]=[CH:54][CH:53]=[CH:52][C:51]=1[C:56]1[CH:57]=[C:58](B(O)O)[CH:59]=[CH:60][CH:61]=1>C1C=CC([P]([Pd]([P](C2C=CC=CC=2)(C2C=CC=CC=2)C2C=CC=CC=2)([P](C2C=CC=CC=2)(C2C=CC=CC=2)C2C=CC=CC=2)[P](C2C=CC=CC=2)(C2C=CC=CC=2)C2C=CC=CC=2)(C2C=CC=CC=2)C2C=CC=CC=2)=CC=1.C(O)C.C1(C)C=CC=CC=1>[C:32]1([C:30]2[N:29]=[C:28]([C:38]3[CH:39]=[CH:40][CH:41]=[CH:42][CH:43]=3)[N:27]=[C:26]([C:21]3[CH:20]=[C:19]([C:58]4[CH:59]=[CH:60][CH:61]=[C:56]([C:51]5[CH:52]=[CH:53][CH:54]=[CH:55][N:50]=5)[CH:57]=4)[CH:24]=[C:23]([C:13]4[C:14]5[C:5]([C:6]6[CH:7]=[CH:8][CH:9]=[CH:10][C:11]=6[CH:12]=4)=[CH:4][CH:3]=[CH:2][CH:1]=5)[CH:22]=3)[N:31]=2)[CH:37]=[CH:36][CH:35]=[CH:34][CH:33]=1 |f:2.3.4,^1:68,70,89,108|. Reported procedure: In a stream of argon, 5.00 g (10.7 mmol) of 9-phenanthreneboronic acid, 2.38 g (10.7 mmol) of 2-(3,5-dibromophenyl)-4,6-diphenyl-1,3,5-triazine and 124 mg (0.107 mmol) of tetrakis(triphenylphosphine)palladium were suspended in a mixed solvent composed of 400 mL of toluene and 50 mL of ethanol, and the resultant suspension was heated to 50° C. To the suspension, 32.1 mL (32.1 mmol) of an aqueous 1M K2CO3 solution was gradually added dropwise, and the mixture was stirred for 3 hours. The resultant...